From a dataset of the Open Reaction Database (ORD), a public repository of structured organic reaction records. describe an organic reaction: reactants, conditions, products, and yield Reactants: NC1=NC=CC=C1C1=CC(=C(C(=O)OC)C=C1)F (methyl 4-(2-aminopyridin-3-yl)-2-fluorobenzoate), C1CC(=O)N(C1=O)Br (NBS). Run in C(C)#N (acetonitrile). Reaction conditions: temperature 0 celsius, time 20 minute. Yields the product NC1=NC=C(C=C1C1=CC(=C(C(=O)OC)C=C1)F)Br (methyl 4-(2-amino-5-bromopyridin-3-yl)-2-fluorobenzoate). The yield is 94.7%. RXN SMILES: [NH2:1][C:2]1[C:7]([C:8]2[CH:17]=[CH:16][C:11]([C:12]([O:14][CH3:15])=[O:13])=[C:10]([F:18])[CH:9]=2)=[CH:6][CH:5]=[CH:4][N:3]=1.C1C(=O)N([Br:26])C(=O)C1>C(#N)C>[NH2:1][C:2]1[C:7]([C:8]2[CH:17]=[CH:16][C:11]([C:12]([O:14][CH3:15])=[O:13])=[C:10]([F:18])[CH:9]=2)=[CH:6][C:5]([Br:26])=[CH:4][N:3]=1. Reported procedure: To a solution of methyl 4-(2-aminopyridin-3-yl)-2-fluorobenzoate (5.64 g, 22.90 mmol) in acetonitrile (229 mL) was added NBS (4.16 g, 23.36 mmol) in two portions at 0° C. The reaction mixture was stirred at 0° C. for 20 min. After quenched with sat Na2S2O3 and NaHCO3, and stir for 30 min. The reaction mixture was extracted with EtOAc 3 times, the organic washed by sat NaHCO3, water and brine. Dried and concentrated. The crude material was triturated with ether to provide 7.05 g of methyl 4-(2-am... The reactants are O=C1CC(C(O1)C(=O)O)C(=O)O ((2RS,3SR)-5-oxotetrahydrofuran-2,3-dicarboxylic acid), C(C1=CC=CC=C1)O (benzyl alcohol). The solvent is CC(=O)C (acetone). Conditions: time 12 hour. The product is C(C1=CC=CC=C1)OC(=O)C1OC(CC1C(=O)O)=O ((2RS,3SR)-2-(benzyloxycarbonyl)-5-oxotetrahydrofuran-3-carboxylic acid). As a reaction SMILES: [O:1]=[C:2]1[O:6][CH:5]([C:7]([OH:9])=[O:8])[CH:4]([C:10]([OH:12])=[O:11])[CH2:3]1.[CH2:13](O)[C:14]1[CH:19]=[CH:18][CH:17]=[CH:16][CH:15]=1>CC(C)=O>[CH2:13]([O:8][C:7]([CH:5]1[CH:4]([C:10]([OH:12])=[O:11])[CH2:3][C:2](=[O:1])[O:6]1)=[O:9])[C:14]1[CH:19]=[CH:18][CH:17]=[CH:16][CH:15]=1. Reported procedure: 5.2 g of (2RS,3SR)-5-oxotetrahydrofuran-2,3-dicarboxylic acid in 88 ml of acetone was stirred with 6.5 g of 1,1'-dicyclohexylcarboriimide at room temperature for 2 hours. After addition of 3.26 ml of benzyl alcohol, the reaction solution was stirred at the same temperature for 12 hours. The insolubles were filtered off, and the filtrated was concentrated under reduced pressure. The residue was purified by silica gel column chromatography [hexane/ethyl acetate=4/1→chloroform/methanol=50/1] to giv... Reactants: CO, Cl, [H][H], CCC(=O)N(c1ccccc1)C1(COCc2ccccc2)CCN(CCc2ccccc2)CC1. Product: Cl, CCC(=O)N(c1ccccc1)C1(CO)CCN(CCc2ccccc2)CC1. As a reaction SMILES: [CH3:38][OH:39].[ClH:1].[H:36][H:37].[c:2]1([N:8]([C:9]([CH2:10][CH3:11])=[O:12])[C:13]2([CH2:27][O:28][CH2:29][c:30]3[cH:31][cH:32][cH:33][cH:34][cH:35]3)[CH2:14][CH2:15][N:16]([CH2:19][CH2:20][c:21]3[cH:22][cH:23][cH:24][cH:25][cH:26]3)[CH2:17][CH2:18]2)[cH:3][cH:4][cH:5][cH:6][cH:7]1>>[ClH:1].[c:2]1([N:8]([C:9]([CH2:10][CH3:11])=[O:12])[C:13]2([CH2:27][OH:28])[CH2:14][CH2:15][N:16]([CH2:19][CH2:20][c:21]3[cH:22][cH:23][cH:24][cH:25][cH:26]3)[CH2:17][CH2:18]2)[cH:3][cH:4][cH:5][cH:6][cH:7]1. The product is COC(=O)C=1C=C(C=C(C1)C(NCCC)=O)C1=CC=CC=C1 (5-Propylcarbamoyl-biphenyl-3-carboxylic acid methyl ester). Procedure: Using Preparation Method 2, 68C (247 mg, 0.82 mmol) was reacted with phenyl boronic acid (109 mg, 0.9 mmol) in the presence of 5 mol % Pd(PPh3)4, 0.82 mL of 2N Na2CO3, 0.43 mL of Ethanol and 1.8 mL of toluene. The resulting reaction mixture was purified using SiO2 with CH2Cl2/AcOEt 98:2 to 90:10 to give a greenish oil (284 g, quant.). NMR 1H (ppm, CDCl3): 8.37 (t, J4=1.64 Hz, 1H), 8.27 (d. t., J3=6.03 Hz, J4=1.75 Hz, 1H), 7.63 (d, J3=6.97 Hz, 1H), 7.49-7.36 (m, 5H), 6.27 (br. s., 1H), 3.49-3.42 ... RXN SMILES: [CH3:1][O:2][C:3](=[O:17])[C:4]1[CH:15]=[C:14](Br)[CH:13]=[C:6]([C:7]([NH:9][CH2:10][CH2:11][CH3:12])=[O:8])[CH:5]=1.[C:18]1(B(O)O)[CH:23]=[CH:22][CH:21]=[CH:20][CH:19]=1.C([O-])([O-])=O.[Na+].[Na+].C(O)C>C1C=CC([P]([Pd]([P](C2C=CC=CC=2)(C2C=CC=CC=2)C2C=CC=CC=2)([P](C2C=CC=CC=2)(C2C=CC=CC=2)C2C=CC=CC=2)[P](C2C=CC=CC=2)(C2C=CC=CC=2)C2C=CC=CC=2)(C2C=CC=CC=2)C2C=CC=CC=2)=CC=1.C1(C)C=CC=CC=1>[CH3:1][O:2][C:3]([C:4]1[CH:15]=[C:14]([C:18]2[CH:23]=[CH:22][CH:21]=[CH:20][CH:19]=2)[CH:13]=[C:6]([C:7](=[O:8])[NH:9][CH2:10][CH2:11][CH3:12])[CH:5]=1)=[O:17] |f:2.3.4,^1:39,41,60,79|. The solvent is C1(=CC=CC=C1)C (toluene). Reactants: COC(C1=CC(C(=O)NCCC)=CC(=C1)Br)=O (5-Bromo-N-propyl-isophthalamic acid methyl ester), C1(=CC=CC=C1)B(O)O (phenyl boronic acid), C(=O)([O-])[O-].[Na+].[Na+] (Na2CO3), C(C)O (Ethanol). Reagents/catalysts: C=1C=CC(=CC1)[P](C=2C=CC=CC2)(C=3C=CC=CC3)[Pd]([P](C=4C=CC=CC4)(C=5C=CC=CC5)C=6C=CC=CC6)([P](C=7C=CC=CC7)(C=8C=CC=CC8)C=9C=CC=CC9)[P](C=1C=CC=CC1)(C=1C=CC=CC1)C=1C=CC=CC1 (Pd(PPh3)4). The reactants are C1CCOC1, CCO, CCCN(CC1CC1)c1cc(C(=O)OC)ncn1, [Li+], [OH-], O. Yields the product CCCN(CC1CC1)c1cc(C(=O)O)ncn1. As a reaction SMILES: [CH2:21]1[O:22][CH2:23][CH2:24][CH2:25]1.[CH3:26][CH2:27][OH:28].[CH:1]1([CH2:4][N:5]([c:6]2[cH:7][c:8]([C:12](=[O:13])[O:14][CH3:15])[n:9][cH:10][n:11]2)[CH2:16][CH2:17][CH3:18])[CH2:2][CH2:3]1.[Li+:20].[OH-:19].[OH2:29]>>[CH:1]1([CH2:4][N:5]([c:6]2[cH:7][c:8]([C:12](=[O:13])[OH:14])[n:9][cH:10][n:11]2)[CH2:16][CH2:17][CH3:18])[CH2:2][CH2:3]1. Starting materials: COC(C1=C(C=C(C=C1)[N+](=O)[O-])CSC(C)(C)C)=O (2-tert-Butylsulfanylmethyl-4-nitro-benzoic acid methyl ester), Ferric chloride, CN(N)C (1,1-dimethylhydrazine), C (DARCO). The solvent is CO (MeOH). Reaction conditions: temperature 70 celsius, time 3.5 hour. Yields the product C(C)OC(C1=C(C=C(C=C1)N)CSC(C)(C)C)=O (4-Amino-2-tert-butylsulfanylmethyl-benzoic acid ethyl ester). As a reaction SMILES: [CH3:1][O:2][C:3](=[O:19])[C:4]1[CH:9]=[CH:8][C:7]([N+:10]([O-])=O)=[CH:6][C:5]=1[CH2:13][S:14][C:15]([CH3:18])([CH3:17])[CH3:16].[CH3:20]N(C)N.C>CO>[CH2:1]([O:2][C:3](=[O:19])[C:4]1[CH:9]=[CH:8][C:7]([NH2:10])=[CH:6][C:5]=1[CH2:13][S:14][C:15]([CH3:18])([CH3:17])[CH3:16])[CH3:20]. Procedure: 2-tert-Butylsulfanylmethyl-4-nitro-benzoic acid methyl ester (5.68 g, 19.1 mmol), 1,1-dimethylhydrazine (11.6 mL, 192 mmol), and DARCO (2.0 g, 19.1 mmol) were combined in MeOH (200 mL). Ferric chloride (0.50 g, 3.1 mmol) was added, and the reaction was stirred at 70° C. for 3.5 hours. The mixture was stored in the freezer overnight, and then worked-up and purified by silica gel chromatography to give the title compound.